This data is from the Open Reaction Database (ORD), a public repository of structured organic reaction records. The task is: describe an organic reaction: reactants, conditions, products, and yield The reactants are COc1ccccc1-c1cn(S(=O)(=O)c2ccc(C)cc2)c2ncc(-c3cc(C(C#N)C(=O)N(C)C)ncn3)cc12, CC(=O)OO, O=C([O-])O, [Na+], [Na+], C1CCOC1, O, O=S([O-])O. The product is COc1ccccc1-c1cn(S(=O)(=O)c2ccc(C)cc2)c2ncc(-c3cc(C(=O)C(=O)N(C)C)ncn3)cc12. Reaction SMILES: [C:1](#[N:2])[CH:3]([C:4](=[O:5])[N:6]([CH3:7])[CH3:8])[c:9]1[n:10][cH:11][n:12][c:13](-[c:15]2[cH:16][c:17]3[c:18]([n:19][cH:20]2)[n:21]([S:32](=[O:33])(=[O:34])[c:35]2[cH:36][cH:37][c:38]([CH3:41])[cH:39][cH:40]2)[cH:22][c:23]3-[c:24]2[c:25]([O:30][CH3:31])[cH:26][cH:27][cH:28][cH:29]2)[cH:14]1.[C:42]([O:43][OH:45])(=[O:44])[CH3:46].[C:52](=[O:53])([OH:54])[O-:55].[Na+:51].[Na+:56].[O:57]1[CH2:58][CH2:59][CH2:60][CH2:61]1.[OH2:62].[S:47](=[O:48])([OH:49])[O-:50]>>[C:3]([C:4](=[O:5])[N:6]([CH3:7])[CH3:8])([c:9]1[n:10][cH:11][n:12][c:13](-[c:15]2[cH:16][c:17]3[c:18]([n:19][cH:20]2)[n:21]([S:32](=[O:33])(=[O:34])[c:35]2[cH:36][cH:37][c:38]([CH3:41])[cH:39][cH:40]2)[cH:22][c:23]3-[c:24]2[c:25]([O:30][CH3:31])[cH:26][cH:27][cH:28][cH:29]2)[cH:14]1)=[O:44]. The reactants are C([O-])([O-])=O.[Na+].[Na+] (sodium carbonate), 10q, Br.BrCC(=O)C1=CC=NC=C1 (4-(bromoacetyl) pyridine hydrobromide), Cl.N=C1NCCC1 (2-imino-pyrrolidine hydrochloride). The solvent is CN(C=O)C (dimethylformamide). Run at temperature 80 celsius. Product: N1=CC=C(C=C1)C=1N=C2N(C1)CCC2 (2-(4-Pyridyl) 6,7 dihydro [5H]-pyrrolo[1,2 a]imidazole). RXN SMILES: Br.Br[CH2:3][C:4]([C:6]1[CH:11]=[CH:10][N:9]=[CH:8][CH:7]=1)=O.Cl.[NH:13]=[C:14]1[CH2:18][CH2:17][CH2:16][NH:15]1.C(=O)([O-])[O-].[Na+].[Na+]>CN(C)C=O>[N:9]1[CH:10]=[CH:11][C:6]([C:4]2[N:13]=[C:14]3[CH2:18][CH2:17][CH2:16][N:15]3[CH:3]=2)=[CH:7][CH:8]=1 |f:0.1,2.3,4.5.6|. Procedure details: A stirred suspension of 10q (35.6 mmoles) of 4-(bromoacetyl) pyridine hydrobromide and 12.9 q (107 mmoles) of 2-imino-pyrrolidine hydrochloride in 100 ml of dry dimethylformamide was treated with 18.9 q (178 mmoles) of anhydrous sodium carbonate. This suspension was heated at 80° C. overnight in an oil bath. The solvent was removed in vacuo, the residue dissolved in water and extracted with chloroform. The organic layer was washed three times with water, dried over anhydrous potassium carbonate ...